The task is: describe an organic reaction: reactants, conditions, products, and yield. This data is from the Open Reaction Database (ORD), a public repository of structured organic reaction records. Reactants: CN1C(N(C2=C1C=CC(=C2)C(=O)O)C)=O (1,3-dimethyl-2-oxo-2,3-dihydro-1H-benzoimidazole-5-carboxylic acid), ON=C(C1=CN=CC=C1)N (N′-hydroxynicotinimidamide), N (NH3). Product: CN1C(N(C2=C1C=CC(=C2)C2=NC(=NO2)C=2C=NC=CC2)C)=O (1,3-dimethyl-5-(3-(pyridin-3-yl)-1,2,4-oxadiazol-5-yl)-1H-benzo[d]imidazol-2(3H)-one). RXN SMILES: [CH3:1][N:2]1[C:6]2[CH:7]=[CH:8][C:9]([C:11]([OH:13])=O)=[CH:10][C:5]=2[N:4]([CH3:14])[C:3]1=[O:15].O[N:17]=[C:18]([NH2:25])[C:19]1[CH:24]=[CH:23][CH:22]=[N:21][CH:20]=1.N>>[CH3:1][N:2]1[C:6]2[CH:7]=[CH:8][C:9]([C:11]3[O:13][N:25]=[C:18]([C:19]4[CH:20]=[N:21][CH:22]=[CH:23][CH:24]=4)[N:17]=3)=[CH:10][C:5]=2[N:4]([CH3:14])[C:3]1=[O:15]. Procedure details: The title compound was prepared according to Method C using 1,3-dimethyl-2-oxo-2,3-dihydro-1H-benzoimidazole-5-carboxylic acid (Matrix) and N′-hydroxynicotinimidamide (Tyger). 1H NMR (300 MHz, CD3OD) δ 3.49 (s, 3 H), 3.53 (s, 3H), 7.36 (d, J=8.3 Hz, 1 H), 7.64 (ddd, J=8.0, 5.1, 0.8 Hz, 1 H), 7.98 (d, J=1.6 Hz, 1 H), 8.08 (dd, J=8.3, 1.6 Hz, 1 H), 8.55 (dt, J=8.0, 1.9 Hz, 1 H), 8.73 (dd, J=4.8, 1.6 Hz, 1 H) 9.29 (d, J=1.2 Hz, 1 H). MS (DCI/NH3) m/z 308 (M+H)+. Starting materials: CC1=C(C(=O)O)C=CC=C1C (2,3-dimethyl-benzoic acid), C(C)(C)N(C(C)C)CC (N,N-diisopropylethylamine), CN(C)C(=[N+](C)C)ON1C2=C(C=CC=C2)N=N1.[B-](F)(F)(F)F (TBTU), C(C)NCC (N,N-diethylamine). Run in C(Cl)Cl.CN(C)C=O (CH2Cl2 DMF). Run at time 50 minute. Product: C(C)N(C(C1=C(C(=CC=C1)C)C)=O)CC (N,N-diethyl-2,3-dimethyl-benzamide). Isolated yield 71.4%. RXN SMILES: [CH3:1][C:2]1[C:10]([CH3:11])=[CH:9][CH:8]=[CH:7][C:3]=1[C:4]([OH:6])=O.[CH:12]([N:15](CC)[CH:16](C)[CH3:17])(C)[CH3:13].CN(C(ON1N=NC2C=CC=CC1=2)=[N+](C)C)C.[B-](F)(F)(F)F.C(NCC)C>C(Cl)Cl.CN(C=O)C>[CH2:12]([N:15]([CH2:16][CH3:17])[C:4](=[O:6])[C:3]1[CH:7]=[CH:8][CH:9]=[C:10]([CH3:11])[C:2]=1[CH3:1])[CH3:13] |f:2.3,5.6|. Reported procedure: To a stirred solution of 2,3-dimethyl-benzoic acid (1.52 g, 10.1 mmol) in CH2Cl2/DMF (118 mL/12 mL) was added N,N-diisopropylethylamine (1.76 mL, 10.1 mmol) and TBTU (3.25 g, 10.1 mmol) and the reaction mixture stirred at RT for 50 min. N,N-diethylamine (1.58 mL, 15.2 mmol) was added and the reaction mixture stirred for 18 h. The reaction mixture was washed with 10% Na2CO3 solution (2×100 mL) and concentrated in vacuo. The crude material was purified by silica gel column chromatography, eluting ... The reactants are ClC1=CC=C(C=C1)C(CCN(CCCCCCN)C)C1=NC=CC=C1 (N-[3-(4-chlorophenyl)-3-(2-pyridyl)propyl]-N-methyl-1,6-hexanediamine), C(=O)(N1C=NC=C1)N1C=NC=C1 (1,1'-carbonyldiimidazole), N(C(=N)N)C=1SC=C(N1)CSCCN (2-[[(2-guanidino-4-thiazolyl)methyl]thio]ethaneamine). The solvent is C(Cl)Cl (methylene chloride). The product is ClC1=CC=C(C=C1)C(CCN(C)CCCCCCNC(=O)NCCSCC=1N=C(SC1)NC(=N)N)C1=NC=CC=C1 (N-[6-[N-[3-(4-chlorophenyl)-3-(2-pyridyl)propyl]-N-methylamino]hexyl]-N'-[2-[[(2-guanidino-4-thiazolyl)methyl]thio]ethyl]urea). Reaction SMILES: [Cl:1][C:2]1[CH:7]=[CH:6][C:5]([CH:8]([C:20]2[CH:25]=[CH:24][CH:23]=[CH:22][N:21]=2)[CH2:9][CH2:10][N:11]([CH3:19])[CH2:12][CH2:13][CH2:14][CH2:15][CH2:16][CH2:17][NH2:18])=[CH:4][CH:3]=1.[C:26](N1C=CN=C1)(N1C=CN=C1)=[O:27].[NH:38]([C:42]1[S:43][CH:44]=[C:45]([CH2:47][S:48][CH2:49][CH2:50][NH2:51])[N:46]=1)[C:39]([NH2:41])=[NH:40]>C(Cl)Cl>[Cl:1][C:2]1[CH:7]=[CH:6][C:5]([CH:8]([C:20]2[CH:25]=[CH:24][CH:23]=[CH:22][N:21]=2)[CH2:9][CH2:10][N:11]([CH2:12][CH2:13][CH2:14][CH2:15][CH2:16][CH2:17][NH:18][C:26]([NH:51][CH2:50][CH2:49][S:48][CH2:47][C:45]2[N:46]=[C:42]([NH:38][C:39]([NH2:41])=[NH:40])[S:43][CH:44]=2)=[O:27])[CH3:19])=[CH:4][CH:3]=1. Reported procedure: Preparation is effected analogously to Example 63, using 0.9 g (2.5 mmol) of N-[3-(4-chlorophenyl)-3-(2-pyridyl)propyl]-N-methyl-1,6-hexanediamine, an equimolar amount of 1,1'-carbonyldiimidazole and 0.6 g (2.6 mmol) of 2-[[(2-guanidino-4-thiazolyl)methyl]thio]ethaneamine as starting materials. Working up by chromatography (eluant: methylene chloride) analogously to Example 63 yields the purified title compound in the form of an oil; MS (+FAB method): m/z (rel. int.[%])=617 ([M+H]+, 6), 230 (100... The reagents and catalysts are [Pd] (palladium on carbon). The yield is 76.1%. Procedure: A mixture of 0.568 g of 2-[6-(-benzyloxy-but-1-enyl)-benzoimidazol-1-yl]-4-(3-chloro-phenyl)-thiazole-5-carboxylic acid ethyl ester (I.41b), 5 mL of tetrahydrofuran, 5 mL of ethanol, and 0.30 g of 10% palladium on carbon catalyst was hydrogenated at 50 psi overnight. The catalyst was removed by filtration and the filtrate was concentrated under reduced pressure. The residue was purified by silica gel chromatography, eluting with methanol-dichloromethane (gradient 0:100-2:98) to give 0.434 g of 2... Reactants: C(C)OC(=O)C1=C(N=C(S1)N1C=NC2=C1C=C(C=C2)C=CCCOCC2=CC=CC=C2)C2=CC(=CC=C2)Cl (2-[6-(-benzyloxy-but-1-enyl)-benzoimidazol-1-yl]-4-(3-chloro-phenyl)-thiazole-5-carboxylic acid ethyl ester), O1CCCC1 (tetrahydrofuran). RXN SMILES: [CH2:1]([O:3][C:4]([C:6]1[S:10][C:9]([N:11]2[C:15]3[CH:16]=[C:17]([CH:20]=[CH:21][CH2:22][CH2:23][O:24][CH2:25][C:26]4[CH:31]=[CH:30][CH:29]=[CH:28][CH:27]=4)[CH:18]=[CH:19][C:14]=3[N:13]=[CH:12]2)=[N:8][C:7]=1[C:32]1[CH:37]=[CH:36][CH:35]=[C:34]([Cl:38])[CH:33]=1)=[O:5])[CH3:2].O1CCCC1>[Pd].C(O)C>[CH2:1]([O:3][C:4]([C:6]1[S:10][C:9]([N:11]2[C:15]3[CH:16]=[C:17]([CH2:20][CH2:21][CH2:22][CH2:23][O:24][CH2:25][C:26]4[CH:27]=[CH:28][CH:29]=[CH:30][CH:31]=4)[CH:18]=[CH:19][C:14]=3[N:13]=[CH:12]2)=[N:8][C:7]=1[C:32]1[CH:37]=[CH:36][CH:35]=[C:34]([Cl:38])[CH:33]=1)=[O:5])[CH3:2]. Solvent: C(C)O (ethanol). Yields the product C(C)OC(=O)C1=C(N=C(S1)N1C=NC2=C1C=C(C=C2)CCCCOCC2=CC=CC=C2)C2=CC(=CC=C2)Cl (2-[6-(4-benzyloxy-butyl)-benzoimidazol-1-yl]-4-(3-chloro-phenyl)-thiazole-5-carboxylic acid ethyl ester). Run in O1CCCC1 (tetrahydrofuran), O1CCCC1 (tetrahydrofuran). Procedure details: To a solution of 9.34 g (0.019 mol) of 7-amino-3-[1-(2-methanesulfonamidoethyl)tetrazol-5-ylthiomethyl]-3-cephem-4-carboxylic acid t-butyl ester and 3.9 g (0.019 mol) of 2,2,2-trifluoroethylsulfonylacetic acid in tetrahydrofuran is added dropwise a solution of 3.9 g (0.019 mol) of dicyclohexylcarbodiimide in 100 ml of tetrahydrofuran. The reaction mixture is stirred at 25° for 12 hours, then filtered and concentrated to about 10 ml. The residue is filtered and evaporated to dryness to give 7β-(2... Conditions: time 12 hour. Product: 7β-(2,2,2-trifluoroethylsulfonylacetamido), S1CC=C(N2[C@H]1CC2=O)C(=O)O (3-cephem-4-carboxylic acid). Reactants: C(C)(C)(C)OC(=O)C1=C(CS[C@H]2N1C(C2N)=O)C(CCNS(=O)(=O)C)SC2=NN=NN2 (7-amino-3-[1-(2-methanesulfonamidoethyl)tetrazol-5-ylthiomethyl]-3-cephem-4-carboxylic acid t-butyl ester), FC(CS(=O)(=O)CC(=O)O)(F)F (2,2,2-trifluoroethylsulfonylacetic acid), C1(CCCCC1)N=C=NC1CCCCC1 (dicyclohexylcarbodiimide). As a reaction SMILES: C([O:5][C:6]([C:8]1[N:13]2[C:14](=[O:17])[CH:15](N)[C@H:12]2[S:11][CH2:10][C:9]=1C(SC1NN=NN=1)CCNS(C)(=O)=O)=[O:7])(C)(C)C.FC(F)(F)CS(CC(O)=O)(=O)=O.C1(N=C=NC2CCCCC2)CCCCC1>O1CCCC1>[S:11]1[C@@H:12]2[CH2:15][C:14](=[O:17])[N:13]2[C:8]([C:6]([OH:7])=[O:5])=[CH:9][CH2:10]1.